Task: describe an organic reaction: reactants, conditions, products, and yield. Dataset: the Open Reaction Database (ORD), a public repository of structured organic reaction records Starting materials: CCCC1(CC(=O)OCC)OCCc2c1[nH]c1c(C)c(C(=O)OCc3ccccc3)cc(Br)c21, CN1CCCC1=O, CCOC(C)=O, N#C[Cu], O. Yields the product CCCC1(CC(=O)OCC)OCCc2c1[nH]c1c(C)c(C(=O)OCc3ccccc3)cc(C#N)c21. RXN SMILES: [CH2:1]([c:2]1[cH:3][cH:4][cH:5][cH:6][cH:7]1)[O:8][C:9](=[O:10])[c:11]1[cH:12][c:13]([Br:34])[c:14]2[c:15]3[c:16]([nH:17][c:18]2[c:19]1[CH3:20])[C:21]([CH2:25][CH2:26][CH3:27])([CH2:28][C:29](=[O:30])[O:31][CH2:32][CH3:33])[O:22][CH2:23][CH2:24]3.[CH3:35][N:36]1[CH2:37][CH2:38][CH2:39][C:40]1=[O:41].[CH3:46][CH2:47][O:48][C:49]([CH3:50])=[O:51].[Cu:42][C:43]#[N:44].[OH2:45]>>[CH2:1]([c:2]1[cH:3][cH:4][cH:5][cH:6][cH:7]1)[O:8][C:9](=[O:10])[c:11]1[cH:12][c:13]([C:35]#[N:36])[c:14]2[c:15]3[c:16]([nH:17][c:18]2[c:19]1[CH3:20])[C:21]([CH2:25][CH2:26][CH3:27])([CH2:28][C:29](=[O:30])[O:31][CH2:32][CH3:33])[O:22][CH2:23][CH2:24]3. Starting materials: O=C1Cc2ccc(Br)cc2N1, [Li]CCCC, CN(C)CCN(C)C, [Cl-], ICCCCI, [NH4+], C1CCOC1. Yields the product O=C1Nc2cc(Br)ccc2C12CCCC2. RXN SMILES: [Br:6][c:7]1[cH:8][cH:9][c:10]2[c:14]([cH:15]1)[NH:13][C:12](=[O:16])[CH2:11]2.[CH2:1]([CH2:2][CH2:3][CH3:4])[Li:5].[CH3:17][N:18]([CH3:19])[CH2:20][CH2:21][N:22]([CH3:23])[CH3:24].[Cl-:31].[I:25][CH2:26][CH2:27][CH2:28][CH2:29][I:30].[NH4+:32].[O:33]1[CH2:34][CH2:35][CH2:36][CH2:37]1>>[CH2:1]1[CH2:2][CH2:3][CH2:4][C:11]12[c:10]1[cH:9][cH:8][c:7]([Br:6])[cH:15][c:14]1[NH:13][C:12]2=[O:16]. The reactants are Oc1ccc(F)c(Br)c1, CC1CC(=O)c2c(ccc(F)c2Br)O1, CC1CC(=O)c2cc(F)c(Br)cc2O1, CCc1cc(O)ccc1Cl, CCc1cc2c(cc1Cl)C(=O)CC(C)O2, CC1CC(=O)c2cc(F)c(F)cc2O1, Oc1ccc(F)c(F)c1. The product is CC1CC(=O)c2cc(F)ccc2O1. Reaction SMILES: [Br:24][c:25]1[cH:26][c:27]([OH:28])[cH:29][cH:30][c:31]1[F:32].[Br:33][c:34]1[c:35]([F:36])[cH:37][cH:38][c:39]2[c:40]1[C:41](=[O:42])[CH2:43][CH:44]([CH3:45])[O:46]2.[Br:47][c:48]1[cH:49][c:50]2[c:51]([cH:58][c:59]1[F:60])[C:52](=[O:53])[CH2:54][CH:55]([CH3:56])[O:57]2.[Cl:61][c:62]1[cH:63][cH:64][c:65]([OH:66])[cH:67][c:68]1[CH2:69][CH3:70].[Cl:71][c:72]1[cH:73][c:74]2[c:75]([cH:76][c:77]1[CH2:78][CH3:79])[O:80][CH:81]([CH3:82])[CH2:83][C:84]2=[O:85].[F:10][c:11]1[cH:12][c:13]2[c:18]([cH:19][c:20]1[F:21])[O:17][CH:16]([CH3:22])[CH2:15][C:14]2=[O:23].[F:1][c:2]1[cH:3][c:4]([OH:5])[cH:6][cH:7][c:8]1[F:9]>>[F:10][c:11]1[cH:12][c:13]2[c:18]([cH:19][cH:20]1)[O:17][CH:16]([CH3:22])[CH2:15][C:14]2=[O:23]. Yields the product COC=1C=C(C=CC1)C1=CC(=CC=C1)C1=C2C=CC(=NC2=NC=C1)C(F)(F)F (5-(3′-methoxybiphenyl-3-yl)-2-trifluoromethyl[1,8]naphthyridine). The reactants are BrC=1C=C(C=CC1)C1=CC(=CC=C1)OC (3-Bromo-3′-methoxybiphenyl), ClC1=C2C=CC(=NC2=NC=C1)C(F)(F)F (5-chloro-2-trifluoromethyl[1,8]-naphthyridine), COC=1C=C(C=CC1)C1=CC(=CC=C1)B1OCC(CO1)(C)C (2-(3′-methoxybiphenyl-3-yl)-5,5-dimethyl[1,3,2]-dioxaborinane), crude product. Procedure details: 3-Bromo-3′-methoxybiphenyl (prepared as described in patent WO 0130764) was converted to 2-(3′-methoxybiphenyl-3-yl)-5,5-dimethyl[1,3,2]-dioxaborinane using the procedure described in Example 7 part f). The crude product of this transformation (83 mg, 0.28 mmol) was coupled to 5-chloro-2-trifluoromethyl[1,8]-naphthyridine (50 mg, 0.22 mmol) as described in Example 7 part g), affording 5-(3′-methoxybiphenyl-3-yl)-2-trifluoromethyl[1,8]naphthyridine (11 mg, 13%). δH (360 MHz, CDCl3) 3.87 (3H, s), ... As a reaction SMILES: Br[C:2]1[CH:3]=[C:4]([C:8]2[CH:13]=[CH:12][CH:11]=[C:10]([O:14][CH3:15])[CH:9]=2)[CH:5]=[CH:6][CH:7]=1.COC1C=C(C2C=CC=C(B3OCC(C)(C)CO3)C=2)C=CC=1.Cl[C:39]1[CH:48]=[CH:47][N:46]=[C:45]2[C:40]=1[CH:41]=[CH:42][C:43]([C:49]([F:52])([F:51])[F:50])=[N:44]2>>[CH3:15][O:14][C:10]1[CH:9]=[C:8]([C:4]2[CH:5]=[CH:6][CH:7]=[C:2]([C:39]3[CH:48]=[CH:47][N:46]=[C:45]4[C:40]=3[CH:41]=[CH:42][C:43]([C:49]([F:52])([F:50])[F:51])=[N:44]4)[CH:3]=2)[CH:13]=[CH:12][CH:11]=1. The yield is 13.0%. Product: COC1=C(OC)C(=O)C(Cc2ccc(OC(C)=O)c(C(=O)Nc3ccc(C(=O)O)cn3)c2)=C(C)C1=O. Reactants: COC1=C(OC)C(=O)C(Cc2ccc(OC(C)=O)c(C(=O)Nc3ccc(C(=O)OC(C)(C)C)cn3)c2)=C(C)C1=O, O=CO. As a reaction SMILES: [C:1]([CH3:2])([CH3:3])([CH3:4])[O:5][C:6](=[O:7])[c:8]1[cH:9][cH:10][c:11]([NH:14][C:15]([c:16]2[c:17]([O:36][C:37]([CH3:38])=[O:39])[cH:18][cH:19][c:20]([CH2:22][C:23]3=[C:28]([CH3:29])[C:27](=[O:30])[C:26]([O:31][CH3:32])=[C:25]([O:33][CH3:34])[C:24]3=[O:35])[cH:21]2)=[O:40])[n:12][cH:13]1.[CH:41]([OH:42])=[O:43]>>[O:5]=[C:6]([OH:7])[c:8]1[cH:9][cH:10][c:11]([NH:14][C:15]([c:16]2[c:17]([O:36][C:37]([CH3:38])=[O:39])[cH:18][cH:19][c:20]([CH2:22][C:23]3=[C:28]([CH3:29])[C:27](=[O:30])[C:26]([O:31][CH3:32])=[C:25]([O:33][CH3:34])[C:24]3=[O:35])[cH:21]2)=[O:40])[n:12][cH:13]1.